From a dataset of the Open Reaction Database (ORD), a public repository of structured organic reaction records. describe an organic reaction: reactants, conditions, products, and yield The reactants are N1C=CC2=CC(=CC=C12)C1=CN=C(S1)O[C@H]1C2CN3CC(CC1C3)C2 ((4s)-4-[5-(1H-Indol-5-yl)-thiazol-2-yloxy]-1-azatricyclo[3.3.1.13,7]decane), ClC1=CC(=CC=C1)C(=O)OO (3-chloroperbenzoic acid). The solvent is CO (methanol). Run at time 4 hour. Yields the product N1C=CC2=CC(=CC=C12)C1=CN=C(S1)O[C@H]1C2C[N+]3(CC(CC1C3)C2)[O-] ((4s)-4-[5-(1H-Indol-5-yl)-thiazol-2-yloxy]-1-azatricyclo[3.3.1.13,7]decane-1-oxide). As a reaction SMILES: [NH:1]1[C:9]2[C:4](=[CH:5][C:6]([C:10]3[S:14][C:13]([O:15][C@@H:16]4[CH:23]5[CH2:24][N:19]6[CH2:20][CH:21]([CH2:25][CH:17]4[CH2:18]6)[CH2:22]5)=[N:12][CH:11]=3)=[CH:7][CH:8]=2)[CH:3]=[CH:2]1.ClC1C=CC=C(C(OO)=[O:34])C=1>CO>[NH:1]1[C:9]2[C:4](=[CH:5][C:6]([C:10]3[S:14][C:13]([O:15][C@@H:16]4[CH:17]5[CH2:18][N+:19]6([O-:34])[CH2:20][CH:21]([CH2:22][CH:23]4[CH2:24]6)[CH2:25]5)=[N:12][CH:11]=3)=[CH:7][CH:8]=2)[CH:3]=[CH:2]1. Procedure: A solution of the product of Example 28A (105 mg, 0.30 mmol) in methanol (4 mL) was treated with 3-chloroperbenzoic acid (mCPBA; 70-75%; 71.0 mg, 0.30 mmol; Aldrich) and stirred at ambient temperature for 4 hours. The resulting material was purified by preparative HPLC [Waters® XTerra RP18 column, 5μ, 30×100 mm, flow rate 40 mL/minutes, 5-95% gradient of acetonitrile in buffer (0.1 M aqueous ammonium bicarbonate, adjusted to pH 10 with ammonium hydroxide] to afford the title compound: 1H NMR (30... Reactants: step-iii, FC=1C=C(CN2N=CC(=C2)C2=CN(C3=NC=C(C=C32)C3=CC(=CC=C3)N3CCN(CC3)C)S(=O)(=O)C3=CC=C(C)C=C3)C=CC1 (3-(1-(3-fluorobenzyl)-1H-pyrazol-4-yl)-5-(3-(4-methylpiperazin-1-yl)phenyl)-1-tosyl-1H-pyrrolo[2,3-b]pyridine), [OH-].[Li+] (lithium hydroxide). The solvent is C1CCOC1.CO.O (THF Methanol water). Product: FC=1C=C(CN2N=CC(=C2)C2=CNC3=NC=C(C=C32)C3=CC(=CC=C3)N3CCN(CC3)C)C=CC1 (3-(1-(3-fluorobenzyl)-1H-pyrazol-4-yl)-5-(3-(4-methylpiperazin-1-yl)phenyl)-1H-pyrrolo[2,3-b]pyridine). Yield: 53.9%. Reaction SMILES: [F:1][C:2]1[CH:3]=[C:4]([CH:43]=[CH:44][CH:45]=1)[CH2:5][N:6]1[CH:10]=[C:9]([C:11]2[C:19]3[C:14](=[N:15][CH:16]=[C:17]([C:20]4[CH:25]=[CH:24][CH:23]=[C:22]([N:26]5[CH2:31][CH2:30][N:29]([CH3:32])[CH2:28][CH2:27]5)[CH:21]=4)[CH:18]=3)[N:13](S(C3C=CC(C)=CC=3)(=O)=O)[CH:12]=2)[CH:8]=[N:7]1.[OH-].[Li+]>C1COCC1.CO.O>[F:1][C:2]1[CH:3]=[C:4]([CH:43]=[CH:44][CH:45]=1)[CH2:5][N:6]1[CH:10]=[C:9]([C:11]2[C:19]3[C:14](=[N:15][CH:16]=[C:17]([C:20]4[CH:25]=[CH:24][CH:23]=[C:22]([N:26]5[CH2:31][CH2:30][N:29]([CH3:32])[CH2:28][CH2:27]5)[CH:21]=4)[CH:18]=3)[NH:13][CH:12]=2)[CH:8]=[N:7]1 |f:1.2,3.4.5|. Procedure: Using similar reaction conditions as described in step-iii of example-1, 3-(1-(3-fluorobenzyl)-1H-pyrazol-4-yl)-5-(3-(4-methylpiperazin-1-yl)phenyl)-1-tosyl-1H-pyrrolo[2,3-b]pyridine (74 mg, 0.119 mmol) was hydrolyzed by lithium hydroxide (50 mg, 1.19 mmol), THF/Methanol/water (12/6/3 ml) to yield 8 mg (30 mg 53.9% yield) of the titled compound. 1H NMR (CDCl3, 300 MHz): δ 9.4 (b, 1H), 8.566-8.559 (d, 1H), 8.185-8.178 (d, 1H), 7.874 (s, 1H), 7.706 (s, 1H), 7.451-7.443 (d, 1H), 7.413-7.3 (m, 2H), ... The reactants are [Li+].CCC[CH2-] (N-Butyllithium), C(C)(C)OB(OC(C)C)OC(C)C (triisopropylborate), CCCCCC (hexane), BrC1=CC(=CC=C1)Br (m-dibromobenzene). The solvent is CCOCC (ether), CCOCC (ether). Conditions: time 10 minute. Yields the product BrC=1C=C(C=CC1)B(O)O (3-BROMOPHENYLBORONIC ACID). Reaction SMILES: [Li+].CCC[CH2-].[Br:6][C:7]1[CH:12]=[CH:11][CH:10]=[C:9](Br)[CH:8]=1.C([O:17][B:18](OC(C)C)[O:19]C(C)C)(C)C.CCCCCC>CCOCC>[Br:6][C:7]1[CH:8]=[C:9]([B:18]([OH:19])[OH:17])[CH:10]=[CH:11][CH:12]=1 |f:0.1|. Procedure details: N-Butyllithium (2.5M; 44 mL; 0.11M) was added dropwise over 15 mins. to a vigorously stirred solution of m-dibromobenzene (25 g; 0.106M) in 500 mL of anhydrous ether at -78° under nitrogen. After stirring 10 mins. more, a solution of triisopropylborate (25.3 mL; 0.11M) in anhydrous ether (200 mL) was added over 20 mins. The cooling bath was then removed, and the stirring solution was allowed to warm to R.T. over ~2 hrs. A small amount of solid separated. After stirring 15 mins. more at R.T., 150... Starting materials: OC1=C(C(=O)C=2C=C(C(=O)O)C=CC2)C=CC(=C1)OC (3-(2-hydroxy-4-methoxybenzoyl)benzoic acid), C([O-])([O-])=O.[K+].[K+] (potassium carbonate), BrCCCC (1-bromobutane). Solvent: CC(=O)C (acetone), O (water). The product is C(CCC)OC1=C(C(=O)C=2C=C(C(=O)O)C=CC2)C=CC(=C1)OC (3-(2-butoxy-4methoxybenzoyl)benzoic acid). The yield is 41.5%. Reaction SMILES: [OH:1][C:2]1[CH:18]=[C:17]([O:19][CH3:20])[CH:16]=[CH:15][C:3]=1[C:4]([C:6]1[CH:7]=[C:8]([CH:12]=[CH:13][CH:14]=1)[C:9]([OH:11])=[O:10])=[O:5].C(=O)([O-])[O-].[K+].[K+].Br[CH2:28][CH2:29][CH2:30][CH3:31]>CC(C)=O.O>[CH2:28]([O:1][C:2]1[CH:18]=[C:17]([O:19][CH3:20])[CH:16]=[CH:15][C:3]=1[C:4]([C:6]1[CH:7]=[C:8]([CH:12]=[CH:13][CH:14]=1)[C:9]([OH:11])=[O:10])=[O:5])[CH2:29][CH2:30][CH3:31] |f:1.2.3|. Procedure: A mixture of 3-(2-hydroxy-4-methoxybenzoyl)benzoic acid (1 g) and anhydrous potassium carbonate (1.12 g) is heated under reflux in acetone (30 ml) for 30 minutes. Then, 1-bromobutane (1.1 g) is added and the resulting mixture heated under reflux for 48 hours. The reaction mixture is then cooled to room temperature, diluted with water (100 ml) and extracted with ether (3×30 ml). The ether extracts are dried over magnesium sulfate, filtered and evaporated to dryness. The residue is heated under re... The reactants are CC(C)=O, Cc1nc(Cl)nc(N2CCOCC2)c1[N+](=O)[O-], C1CNCCN1, C1COCCO1, O, O, O, O, O, O. Yields the product Cc1nc(N2CCNCC2)nc(N2CCOCC2)c1[N+](=O)[O-]. As a reaction SMILES: [CH3:36][C:37]([CH3:38])=[O:39].[Cl:1][c:2]1[n:3][c:4]([CH3:17])[c:5]([N+:14](=[O:15])[O-:16])[c:6]([N:8]2[CH2:9][CH2:10][O:11][CH2:12][CH2:13]2)[n:7]1.[NH:24]1[CH2:25][CH2:26][NH:27][CH2:28][CH2:29]1.[O:30]1[CH2:31][CH2:32][O:33][CH2:34][CH2:35]1.[OH2:18].[OH2:19].[OH2:20].[OH2:21].[OH2:22].[OH2:23]>>[c:2]1([N:24]2[CH2:25][CH2:26][NH:27][CH2:28][CH2:29]2)[n:3][c:4]([CH3:17])[c:5]([N+:14](=[O:15])[O-:16])[c:6]([N:8]2[CH2:9][CH2:10][O:11][CH2:12][CH2:13]2)[n:7]1.